This data is from the Open Reaction Database (ORD), a public repository of structured organic reaction records. The task is: describe an organic reaction: reactants, conditions, products, and yield Starting materials: B, C1CCOC1, CSC, COc1ccc(N2CCN(C(=O)c3cn4cc(Cl)ccc4n3)CC2)cc1. The product is COc1ccc(N2CCN(Cc3cn4cc(Cl)ccc4n3)CC2)cc1. RXN SMILES: [BH3:30].[CH2:31]1[O:32][CH2:33][CH2:34][CH2:35]1.[CH3:27][S:28][CH3:29].[Cl:1][c:2]1[cH:3][cH:4][c:5]2[n:6]([cH:7]1)[cH:8][c:9]([C:11](=[O:12])[N:13]1[CH2:14][CH2:15][N:16]([c:19]3[cH:20][cH:21][c:22]([O:25][CH3:26])[cH:23][cH:24]3)[CH2:17][CH2:18]1)[n:10]2>>[Cl:1][c:2]1[cH:3][cH:4][c:5]2[n:6]([cH:7]1)[cH:8][c:9]([CH2:11][N:13]1[CH2:14][CH2:15][N:16]([c:19]3[cH:20][cH:21][c:22]([O:25][CH3:26])[cH:23][cH:24]3)[CH2:17][CH2:18]1)[n:10]2. Starting materials: C(C)OC(=O)[C@H]1[C@@H](C1)CN=[N+]=[N-] (trans-ethyl-2-azidomethyl-1-cyclopropane carboxylate), solution, [OH-] (hydroxide). Solvent: CO (methanol), O (water), O (water). Reaction conditions: temperature 0 celsius, time 3 hour. Yields the product N(=[N+]=[N-])C[C@H]1[C@@H](C1)C(=O)O (trans-2-azidomethyl-1-cyclopropanecarboxylic acid). Yield: 92.2%. Reaction SMILES: C([O:3][C:4]([C@@H:6]1[CH2:8][C@H:7]1[CH2:9][N:10]=[N+:11]=[N-:12])=[O:5])C.[OH-]>CO.O>[N:10]([CH2:9][C@@H:7]1[CH2:8][C@H:6]1[C:4]([OH:5])=[O:3])=[N+:11]=[N-:12]. Procedure details: A solution of trans-ethyl-2-azidomethyl-1-cyclopropane carboxylate (7.282 g, 37.13 mmol) in a mixture of methanol (20 ml) and water (10 ml) was cooled to 0° C. and treated dropwise with 40.8 ml of 1 M solution hydroxide in water (40.8 mmol). After the addition was completed the bath was removed and the solution was stirred at room temperature for 3 h. The methanol was evaporated under reduced pressure and the aqueous solution was extracted with ether (2×10 ml). After acidification with dilute hy... Starting materials: CN(CCc1cc(F)ccc1S)C(=O)OC(C)(C)C, O=C([O-])O, C1CCOC1, O=C1CCC(=O)N1Cl, ClCCCl, [Na+], ClSCl, c1ccc2[nH]ccc2c1. Yields the product CN(CCc1cc(F)ccc1Sc1c[nH]c2ccccc12)C(=O)OC(C)(C)C. Reaction SMILES: [C:1]([CH3:2])([CH3:3])([CH3:4])[O:5][C:6]([N:7]([CH3:8])[CH2:9][CH2:10][c:11]1[c:12]([SH:18])[cH:13][cH:14][c:15]([F:17])[cH:16]1)=[O:19].[C:40](=[O:41])([OH:42])[O-:43].[CH2:45]1[O:46][CH2:47][CH2:48][CH2:49]1.[Cl:20][N:21]1[C:22](=[O:23])[CH2:24][CH2:25][C:26]1=[O:27].[Cl:50][CH2:51][CH2:52][Cl:53].[Na+:44].[S:28]([Cl:29])[Cl:30].[cH:31]1[cH:32][cH:33][c:34]2[nH:35][cH:36][cH:37][c:38]2[cH:39]1>>[C:1]([CH3:2])([CH3:3])([CH3:4])[O:5][C:6]([N:7]([CH3:8])[CH2:9][CH2:10][c:11]1[c:12]([S:18][c:37]2[cH:36][nH:35][c:34]3[cH:33][cH:32][cH:31][cH:39][c:38]32)[cH:13][cH:14][c:15]([F:17])[cH:16]1)=[O:19]. Reactants: C(CCCCCCC\C=C/CCCCCCCC)(=O)[O-].[Na+] (sodium oleate), S(=O)(=O)([O-])[O-] (sulphate), C(CCCCCCC\C=C/CCCCCCCC)(=O)[O-].[Na+] (sodium oleate), C(=O)([O-])C(O)C(O)C(=O)[O-].[K+].[Na+] (sodium-potassium tartrate), P(=O)([O-])([O-])[O-] (phosphate), carbonates. The product is OS(=O)(=O)O (H2SO4), Al2 (SO4)3, C(=O)([O-])C(O)C(O)C(=O)[O-].[K+].[Na+] (sodium-potassium tartrate). Yield: 96.0%. Reaction SMILES: P([O-])([O-])([O-])=O.[S:6]([O-:10])([O-:9])(=[O:8])=[O:7].[C:11]([CH:14]([CH:16]([C:18]([O-:20])=[O:19])[OH:17])[OH:15])([O-:13])=[O:12].[K+:21].[Na+:22].C([O-])(=O)CCCCCCC/C=C\CCCCCCCC.[Na+]>>[OH:9][S:6]([OH:10])(=[O:8])=[O:7].[C:11]([CH:14]([CH:16]([C:18]([O-:20])=[O:19])[OH:17])[OH:15])([O-:13])=[O:12].[K+:21].[Na+:22] |f:2.3.4,5.6,8.9.10|. Procedure: By applying to the same ore the known process with depression of the phosphate by alumine sulphate and sodium-potassium tartrate, and flotation of the carbonates by sodium oleate, while using: 1760 g/t of 96% H2SO4 250 g/t of Al2 (SO4)3 -500 g/t of sodium-potassium tartrate 5000 g/t of sodium oleate, the following results (table VII) were obtained. The reactants are CC#N, O, CCCC1(NOC)C(=O)C(C2=NS(=O)(=O)c3cc(NS(C)(=O)=O)ccc3N2)=C(O)c2ccccc21. Yields the product CCCC1(N)C(=O)C(C2=NS(=O)(=O)c3cc(NS(C)(=O)=O)ccc3N2)=C(O)c2ccccc21. Reaction SMILES: [CH3:37][C:38]#[N:39].[OH2:36].[OH:1][C:2]1=[C:3]([C:19]2=[N:20][S:21](=[O:34])(=[O:35])[c:22]3[c:23]([cH:25][cH:26][c:27]([NH:29][S:30](=[O:31])(=[O:32])[CH3:33])[cH:28]3)[NH:24]2)[C:4](=[O:18])[C:5]([CH2:12][CH2:13][CH3:14])([NH:15][O:16][CH3:17])[c:6]2[cH:7][cH:8][cH:9][cH:10][c:11]21>>[OH:1][C:2]1=[C:3]([C:19]2=[N:20][S:21](=[O:34])(=[O:35])[c:22]3[c:23]([cH:25][cH:26][c:27]([NH:29][S:30](=[O:31])(=[O:32])[CH3:33])[cH:28]3)[NH:24]2)[C:4](=[O:18])[C:5]([CH2:12][CH2:13][CH3:14])([NH2:15])[c:6]2[cH:7][cH:8][cH:9][cH:10][c:11]21. Starting materials: CC(C)OC(C)C, Nc1cccc(Cl)c1N, S=C=Nc1cscc1Cl. The product is Nc1c(Cl)cccc1NC(=S)Nc1cscc1Cl. As a reaction SMILES: [CH:19]([O:20][CH:21]([CH3:22])[CH3:23])([CH3:24])[CH3:25].[Cl:10][c:11]1[c:12]([NH2:18])[c:13]([NH2:17])[cH:14][cH:15][cH:16]1.[Cl:1][c:2]1[c:3]([N:7]=[C:8]=[S:9])[cH:4][s:5][cH:6]1>>[Cl:1][c:2]1[c:3]([NH:7][C:8](=[S:9])[NH:17][c:13]2[c:12]([NH2:18])[c:11]([Cl:10])[cH:16][cH:15][cH:14]2)[cH:4][s:5][cH:6]1. Starting materials: [Br-], Cc1sc(-c2ccc(C(F)(F)F)cc2)cc1C=O, [Mg+]C1CCCCC1, Cl, C1CCOC1, C1CCOC1. Product: Cc1sc(-c2ccc(C(F)(F)F)cc2)cc1C(O)C1CCCCC1. RXN SMILES: [Br-:24].[CH3:1][c:2]1[s:3][c:4](-[c:9]2[cH:10][cH:11][c:12]([C:15]([F:16])([F:17])[F:18])[cH:13][cH:14]2)[cH:5][c:6]1[CH:7]=[O:8].[CH:25]1([Mg+:31])[CH2:26][CH2:27][CH2:28][CH2:29][CH2:30]1.[ClH:32].[O:19]1[CH2:20][CH2:21][CH2:22][CH2:23]1.[O:33]1[CH2:34][CH2:35][CH2:36][CH2:37]1>>[CH3:1][c:2]1[s:3][c:4](-[c:9]2[cH:10][cH:11][c:12]([C:15]([F:16])([F:17])[F:18])[cH:13][cH:14]2)[cH:5][c:6]1[CH:7]([OH:8])[CH:25]1[CH2:26][CH2:27][CH2:28][CH2:29][CH2:30]1.